This data is from the Open Reaction Database (ORD), a public repository of structured organic reaction records. The task is: describe an organic reaction: reactants, conditions, products, and yield Procedure details: The same procedure as step 3 of example 1 was accomplished, except for using the epoxide compound (300 mg, 1.07 mmol) obtained in step 1 of example 2 and N-(4-methoxyphenyl)-N-(2-methyl-2H-tetrazol-5-ylmethyl)amine. The crude product was purified by silica gel column chromatography (developing solvent-n-hexane:ethyl acetate=2:1), to give desired compound (417 mg, yield: 78%). Isolated yield 78.0%. The product is [N+](=O)([O-])C=1C=CC2=C([C@@H]([C@H]([C@](O2)(C(OC)OC)C)O)N(CC=2N=NN(N2)C)C2=CC=C(C=C2)OC)C1 ((2S,3R,4S)-6-nitro-4-[N-(4-methoxyphenyl)-N-(2-methyl-2H-tetrazol-5-ylmethyl)amino]-3-hydroxy-2-methyl-2-dimethoxymethyl-3,4-dihydro-2H-1-benzopyran). The reactants are [N+](=O)([O-])C=1C=CC2=C([C@@H]3[C@H]([C@](O2)(C(OC)OC)C)O3)C1 ((2S,3R,4R)-6-nitro-2-methyl-2-dimethoxymethyl-3,4-epoxy-3,4-dihydro-2H-1-benzopyran), COC1=CC=C(C=C1)NCC=1N=NN(N1)C (N-(4-methoxyphenyl)-N-(2-methyl-2H-tetrazol-5-ylmethyl)amine). As a reaction SMILES: [N+:1]([C:4]1[CH:5]=[CH:6][C:7]2[O:12][C@:11]([CH3:18])([CH:13]([O:16][CH3:17])[O:14][CH3:15])[C@@H:10]3[O:19][C@@H:9]3[C:8]=2[CH:20]=1)([O-:3])=[O:2].[CH3:21][O:22][C:23]1[CH:28]=[CH:27][C:26]([NH:29][CH2:30][C:31]2[N:32]=[N:33][N:34]([CH3:36])[N:35]=2)=[CH:25][CH:24]=1>>[N+:1]([C:4]1[CH:5]=[CH:6][C:7]2[O:12][C@:11]([CH3:18])([CH:13]([O:16][CH3:17])[O:14][CH3:15])[C@H:10]([OH:19])[C@@H:9]([N:29]([C:26]3[CH:27]=[CH:28][C:23]([O:22][CH3:21])=[CH:24][CH:25]=3)[CH2:30][C:31]3[N:32]=[N:33][N:34]([CH3:36])[N:35]=3)[C:8]=2[CH:20]=1)([O-:3])=[O:2]. The reactants are solution, [Li+].CCC[CH2-] (N-butyllithium), ClC(=O)OCC (Ethyl chloroformate), CN1CC[C@]23C4=C5C=CC(=C4O[C@H]2C(=CC=C3[C@H]1C5)OC)OC (thebaine), [NH4+].[Cl-] (NH4Cl). Solvent: CCCCCC (hexane), O1CCCC1 (tetrahydrofuran). Conditions: temperature -78 celsius. Yields the product COC=1C2(C34CCN(C(C3=CC1)CC1=CC=C(C(=C14)O2)OC)C)C(=O)OCC (Ethyl 7,9-dimethoxy-3-methyl-2,3,4,7a-tetrahydro-1H-4,12-methanobenzofuro[3,2-e]isoquinoline-7a-carboxylate). Isolated yield 64.0%. RXN SMILES: [CH3:1][N:2]1[C@@H:18]2[CH2:19][C:7]3[CH:8]=[CH:9][C:10]([O:22][CH3:23])=[C:11]4[O:12][C@H:13]5[C:14]([O:20][CH3:21])=[CH:15][CH:16]=[C:17]2[C@:5]5([C:6]=34)[CH2:4][CH2:3]1.[Li+].CCC[CH2-].Cl[C:30]([O:32][CH2:33][CH3:34])=[O:31].[NH4+].[Cl-]>O1CCCC1.CCCCCC>[CH3:21][O:20][C:14]1[C:13]2([C:30]([O:32][CH2:33][CH3:34])=[O:31])[O:12][C:11]3=[C:6]4[C:5]52[C:17](=[CH:16][CH:15]=1)[CH:18]([CH2:19][C:7]4=[CH:8][CH:9]=[C:10]3[O:22][CH3:23])[N:2]([CH3:1])[CH2:3][CH2:4]5 |f:1.2,4.5|. Procedure details: A solution of 1 g of thebaine 1 in 20 mL of tetrahydrofuran (THF) was placed in a flame-dried round-bottom flask, and 1.92 mL (1.5 equiv) of a 2.5 M solution of N-butyllithium in hexane was added while stirring at −78° C. under nitrogen. The mixture immediately turned deep wine-red and was stirred for 45 min at −78° C. Ethyl chloroformate (0.36 mL, 1.2 equiv) was added and the mixture was stirred for 4 h at −78° C. The color changed to orange-yellow. Saturated NH4Cl (5 mL) was then added per dro... Reaction conditions: time 18 hour. Reported procedure: A mixture of (4-methoxy-2-nitro-phenoxy)-malonic acid diethyl ester (2.3 g, 7.0 mmol) in ethanol containing 10% Pd/C was hydrogenated at 35 psi for 18 hours. The catalyst was filtered through celite and the solvents were removed under vacuum to afford a solid which was washed with ether to afford 1.25 g of a white solid. The mother liquor was concentrated and the solid again washed with ether to afford another 100 mg of product. Yield: (1.35 g, 76%): mp 138.5-139.5° C. RXN SMILES: C(O[C:4](=[O:23])[CH:5]([O:11][C:12]1[CH:17]=[CH:16][C:15](OC)=[CH:14][C:13]=1[N+:20]([O-])=O)[C:6]([O:8][CH2:9][CH3:10])=[O:7])C.[CH2:24]([OH:26])C>>[CH2:9]([O:8][C:6]([CH:5]1[C:4](=[O:23])[NH:20][C:13]2[CH:14]=[CH:15][C:16]([O:26][CH3:24])=[CH:17][C:12]=2[O:11]1)=[O:7])[CH3:10]. Yields the product C(C)OC(=O)C1OC2=C(NC1=O)C=CC(=C2)OC (7-Methoxy-3-oxo-3,4-dihydro-2H-benzo[1,4]oxazine-2-carboxylic acid ethyl ester). Starting materials: C(C)OC(C(C(=O)OCC)OC1=C(C=C(C=C1)OC)[N+](=O)[O-])=O ((4-methoxy-2-nitro-phenoxy)-malonic acid diethyl ester), C(C)O (ethanol). The reactants are resultant mixture, ClC1=NC2=CC=C(C=C2N=C1C(F)(F)F)OC (2-chloro-6-methoxy-3-(trifluoromethyl)quinoxaline), ClC1=NC2=CC=C(C=C2N=C1C(F)(F)F)OC (2-chloro-6-methoxy-3-(trifluoromethyl)quinoxaline), N=1NN=NC1C1=CC=C(C=C1)B(O)O ((4-(2H-tetrazol-5-yl)phenyl)boronic acid), C(=O)([O-])[O-].[K+].[K+] (K2CO3). Reagents/catalysts: C1=CC=C(C=C1)P([C-]2C=CC=C2)C3=CC=CC=C3.C1=CC=C(C=C1)P([C-]2C=CC=C2)C3=CC=CC=C3.Cl[Pd]Cl.[Fe+2] (PdCl2(dppf)). Run in O (water), COCCOCCO (diethylene glycol methyl ether), O (water). Run at temperature 120 celsius. Product: N=1NN=NC1C1=CC=C(C=C1)C1=NC2=CC=C(C=C2N=C1C(F)(F)F)OC (2-(4-(2H-tetrazol-5-yl)phenyl)-6-methoxy-3-(trifluoromethyl)quinoxaline). RXN SMILES: Cl[C:2]1[C:11]([C:12]([F:15])([F:14])[F:13])=[N:10][C:9]2[C:4](=[CH:5][CH:6]=[C:7]([O:16][CH3:17])[CH:8]=2)[N:3]=1.[N:18]1[NH:19][N:20]=[N:21][C:22]=1[C:23]1[CH:28]=[CH:27][C:26](B(O)O)=[CH:25][CH:24]=1.C([O-])([O-])=O.[K+].[K+]>COCCOCCO.O.C1C=CC(P(C2C=CC=CC=2)[C-]2C=CC=C2)=CC=1.C1C=CC(P(C2C=CC=CC=2)[C-]2C=CC=C2)=CC=1.Cl[Pd]Cl.[Fe+2]>[N:21]1[NH:20][N:19]=[N:18][C:22]=1[C:23]1[CH:28]=[CH:27][C:26]([C:2]2[C:11]([C:12]([F:15])([F:14])[F:13])=[N:10][C:9]3[C:4](=[CH:5][CH:6]=[C:7]([O:16][CH3:17])[CH:8]=3)[N:3]=2)=[CH:25][CH:24]=1 |f:2.3.4,7.8.9.10|. Reported procedure: 2-chloro-6-methoxy-3-(trifluoromethyl)quinoxaline (Intermediate 11, 321 mg) was treated with (4-(2H-tetrazol-5-yl)phenyl)boronic acid (256 mg), K2CO3 (338 mg) and PdCl2(dppf) (27 mg) in diethylene glycol methyl ether (3 mL) and water (0.8 mL) in a sealed microwave tube and heated at 120° C. with microwave for 1.5 h. The resultant mixture was diluted with water (20 mL) and acidifed to pH 4 to precipatate the desired product. The solids were collected by filtration, dried under vacuum and trituate... Reactants: C(C)OP(O)(=O)C(P(O)(O)=O)N1CCC(CC1)(C)C (4,4-dimethylpiperidinomethylene bisphosphonic acid ethyl ester). Solvent: Cl (hydrochloric acid). Product: CC1(CCN(CC1)C(P(O)(O)=O)P(O)(O)=O)C (4,4-dimethylpiperidinomethylene bisphosphonic acid). RXN SMILES: C([O:3][P:4]([CH:7]([N:12]1[CH2:17][CH2:16][C:15]([CH3:19])([CH3:18])[CH2:14][CH2:13]1)[P:8](=[O:11])([OH:10])[OH:9])(=[O:6])[OH:5])C>Cl>[CH3:18][C:15]1([CH3:19])[CH2:16][CH2:17][N:12]([CH:7]([P:8](=[O:9])([OH:11])[OH:10])[P:4](=[O:3])([OH:5])[OH:6])[CH2:13][CH2:14]1. Reported procedure: A mixture comprising 10 g of 4,4-dimethylpiperidinomethylene bisphosphonic acid ethyl ester obtained in Example 59 and 80 ml of 12N hydrochloric acid, was treated in the same manner as in Example 2 to give 4.0 g of the above identified compound as a colorless crystalline powder. The reactants are ClC1=C(C(=C(C=C1)N=C1SC(N2CCCCN12)=O)F)O (9-(4-chloro-2-fluoro-3-hydroxyphenylimino)-8-thia-1,6-diazabicyclo[4.3.0]nonane-7-one), C(C#C)Br (propargyl bromide), C([O-])([O-])=O.[K+].[K+] (potassium carbonate). The solvent is C(C)#N (acetonitrile). The product is ClC1=C(C(=C(C=C1)N=C1SC(N2CCCCN12)=O)F)OCC#C (9-(4-Chloro-2-fluoro-3-propargyloxyphenylimino)-8-thia-1,6-diazabicyclo[4.3.0]nonane-7-one). RXN SMILES: [Cl:1][C:2]1[CH:7]=[CH:6][C:5]([N:8]=[C:9]2[N:17]3[N:12]([CH2:13][CH2:14][CH2:15][CH2:16]3)[C:11](=[O:18])[S:10]2)=[C:4]([F:19])[C:3]=1[OH:20].[CH2:21](Br)[C:22]#[CH:23].C(=O)([O-])[O-].[K+].[K+]>C(#N)C>[Cl:1][C:2]1[CH:7]=[CH:6][C:5]([N:8]=[C:9]2[N:17]3[N:12]([CH2:13][CH2:14][CH2:15][CH2:16]3)[C:11](=[O:18])[S:10]2)=[C:4]([F:19])[C:3]=1[O:20][CH2:23][C:22]#[CH:21] |f:2.3.4|. Procedure: Into a reaction flask equipped with a Dimroth condenser, 2.2 g (7 mmol) of 9-(4-chloro-2-fluoro-3-hydroxyphenylimino)-8-thia-1,6-diazabicyclo[4.3.0]nonane-7-one, 1.1 g (9 mmol) of propargyl bromide, 1.3 g (9 mmol) of potassium carbonate and 20 ml of acetonitrile, were charged, and refluxed under heating for 3 hours to complete the reaction.